Dataset: the Open Reaction Database (ORD), a public repository of structured organic reaction records. Task: describe an organic reaction: reactants, conditions, products, and yield The reactants are ClC1=CC2=C(N=C(CC(N2C2=CC=CC=C2)=O)NC)C=C1 (7-chloro-3,5-dihydro-2-methylamino-5-phenyl-4H-1,5-benzodiazepin-4-one), C(C)(=O)O (acetic acid), N(=O)[O-].[Na+] (sodium nitrite). Run in O (water). Product: ClC1=CC2=C(N=C(CC(N2C2=CC=CC=C2)=O)NCN=O)C=C1 (7-chloro-3,5-dihydro-2-(N-nitrosomethylamino)-5-phenyl-4H-1,5-benzodiazepin-4-one). As a reaction SMILES: [Cl:1][C:2]1[CH:21]=[CH:20][C:5]2[N:6]=[C:7]([NH:18][CH3:19])[CH2:8][C:9](=[O:17])[N:10]([C:11]3[CH:16]=[CH:15][CH:14]=[CH:13][CH:12]=3)[C:4]=2[CH:3]=1.C(O)(=O)C.[N:26]([O-])=[O:27].[Na+]>O>[Cl:1][C:2]1[CH:21]=[CH:20][C:5]2[N:6]=[C:7]([NH:18][CH2:19][N:26]=[O:27])[CH2:8][C:9](=[O:17])[N:10]([C:11]3[CH:16]=[CH:15][CH:14]=[CH:13][CH:12]=3)[C:4]=2[CH:3]=1 |f:2.3|. Procedure details: A mixture of 6 g (0.02 mol) of 7-chloro-3,5-dihydro-2-methylamino-5-phenyl-4H-1,5-benzodiazepin-4-one, 25 ml of glacial acetic acid and 1.75 g (0.025 mol) of sodium nitrite was stirred stirred at 10°-20° for 1 hr. The reaction mixture was diluted with ice and water and stirred for another 15 min. The precipitated material was collected and dissolved in methylene chloride. The solution was washed with sodium bicarbonate solution, dried over sodium sulfate and evaporated. Crystallization from meth... The reactants are [BH4-], CCOC(=O)COc1ccc(C(=O)Cc2sc(-c3ccc(C(F)(F)F)cc3)nc2C)cc1C, CCO, Cl, [Na+], O. Product: CCOC(=O)COc1ccc(C(O)Cc2sc(-c3ccc(C(F)(F)F)cc3)nc2C)cc1C. RXN SMILES: [BH4-:34].[CH3:1][c:2]1[c:3]([O:4][CH2:5][C:6](=[O:7])[O:8][CH2:9][CH3:10])[cH:11][cH:12][c:13]([C:15]([CH2:16][c:17]2[c:18]([CH3:32])[n:19][c:20](-[c:22]3[cH:23][cH:24][c:25]([C:28]([F:29])([F:30])[F:31])[cH:26][cH:27]3)[s:21]2)=[O:33])[cH:14]1.[CH3:38][CH2:39][OH:40].[ClH:36].[Na+:35].[OH2:37]>>[CH3:1][c:2]1[c:3]([O:4][CH2:5][C:6](=[O:7])[O:8][CH2:9][CH3:10])[cH:11][cH:12][c:13]([CH:15]([CH2:16][c:17]2[c:18]([CH3:32])[n:19][c:20](-[c:22]3[cH:23][cH:24][c:25]([C:28]([F:29])([F:30])[F:31])[cH:26][cH:27]3)[s:21]2)[OH:33])[cH:14]1. Starting materials: CC(=O)O[BH-](OC(C)=O)OC(C)=O, CC(=O)O, CC(Cl)Cl, COC(=O)c1cc(Br)cc(N)c1C, [Na+], CC(C)(C)OC(=O)N1CCC(=O)CC1. Product: COC(=O)c1cc(Br)cc(NC2CCN(C(=O)OC(C)(C)C)CC2)c1C. RXN SMILES: [C:32]([O:33][BH-:34]([O:35][C:36](=[O:37])[CH3:38])[O:39][C:40](=[O:41])[CH3:42])(=[O:43])[CH3:44].[CH3:28][C:29](=[O:30])[OH:31].[Cl:46][CH:47]([Cl:48])[CH3:49].[NH2:1][c:2]1[c:3]([CH3:13])[c:4]([C:5](=[O:6])[O:7][CH3:8])[cH:9][c:10]([Br:12])[cH:11]1.[Na+:45].[O:14]=[C:15]1[CH2:16][CH2:17][N:18]([C:21](=[O:22])[O:23][C:24]([CH3:25])([CH3:26])[CH3:27])[CH2:19][CH2:20]1>>[NH:1]([c:2]1[c:3]([CH3:13])[c:4]([C:5](=[O:6])[O:7][CH3:8])[cH:9][c:10]([Br:12])[cH:11]1)[CH:15]1[CH2:16][CH2:17][N:18]([C:21](=[O:22])[O:23][C:24]([CH3:25])([CH3:26])[CH3:27])[CH2:19][CH2:20]1.